From a dataset of the Open Reaction Database (ORD), a public repository of structured organic reaction records. describe an organic reaction: reactants, conditions, products, and yield Starting materials: FC(F)(F)c1cc(I)c2nc(Cl)[nH]c2c1, CC1CN(c2ncc(CO)cc2Cl)CCN1. Product: CC1CN(c2ncc(CO)cc2Cl)CCN1c1nc2cc(C(F)(F)F)cc(I)c2[nH]1. RXN SMILES: [Cl:17][c:18]1[n:19][c:20]2[c:21]([nH:22]1)[cH:23][c:24]([C:28]([F:29])([F:30])[F:31])[cH:25][c:26]2[I:27].[Cl:1][c:2]1[cH:3][c:4]([CH2:15][OH:16])[cH:5][n:6][c:7]1[N:8]1[CH2:9][CH:10]([CH3:14])[NH:11][CH2:12][CH2:13]1>>[Cl:1][c:2]1[cH:3][c:4]([CH2:15][OH:16])[cH:5][n:6][c:7]1[N:8]1[CH2:9][CH:10]([CH3:14])[N:11]([c:18]2[nH:19][c:20]3[c:21]([n:22]2)[cH:23][c:24]([C:28]([F:29])([F:30])[F:31])[cH:25][c:26]3[I:27])[CH2:12][CH2:13]1. Reactants: COC1=CC(=NC=C1)CCC1=NC=2C(=NC=C(C2)Br)N1 (2-[2-(4-methoxypyridin-2-yl)ethyl]-6-bromo-3H-imidazo[4,5-b]pyridine), FC(C1=CC=C(C=C1)B(O)O)(F)F (4-trifluormethylphenylboronic acid), C([O-])([O-])=O.[K+].[K+] (potassium carbonate), [Cl-].[Li+] (lithium chloride). The reagents and catalysts are C=1C=CC(=CC1)[P](C=2C=CC=CC2)(C=3C=CC=CC3)[Pd]([P](C=4C=CC=CC4)(C=5C=CC=CC5)C=6C=CC=CC6)([P](C=7C=CC=CC7)(C=8C=CC=CC8)C=9C=CC=CC9)[P](C=1C=CC=CC1)(C=1C=CC=CC1)C=1C=CC=CC1 (tetrakis(triphenylphosphine)palladium(0)). Run in O (water), O1CCOCC1 (dioxane), O (water). Yields the product COC1=CC(=NC=C1)CCC1=NC=2C(=NC=C(C2)C2=CC=C(C=C2)C(F)(F)F)N1 (2-[2-(4-Methoxypyridin-2-yl)ethyl]-6-(4-trifluormethylphenyl)-3H-imidazo[4,5-b]pyridine). The yield is 57.9%. RXN SMILES: [CH3:1][O:2][C:3]1[CH:8]=[CH:7][N:6]=[C:5]([CH2:9][CH2:10][C:11]2[NH:20][C:14]3=[N:15][CH:16]=[C:17](Br)[CH:18]=[C:13]3[N:12]=2)[CH:4]=1.[F:21][C:22]([F:33])([F:32])[C:23]1[CH:28]=[CH:27][C:26](B(O)O)=[CH:25][CH:24]=1.C(=O)([O-])[O-].[K+].[K+].[Cl-].[Li+]>O1CCOCC1.O.C1C=CC([P]([Pd]([P](C2C=CC=CC=2)(C2C=CC=CC=2)C2C=CC=CC=2)([P](C2C=CC=CC=2)(C2C=CC=CC=2)C2C=CC=CC=2)[P](C2C=CC=CC=2)(C2C=CC=CC=2)C2C=CC=CC=2)(C2C=CC=CC=2)C2C=CC=CC=2)=CC=1>[CH3:1][O:2][C:3]1[CH:8]=[CH:7][N:6]=[C:5]([CH2:9][CH2:10][C:11]2[NH:20][C:14]3=[N:15][CH:16]=[C:17]([C:26]4[CH:27]=[CH:28][C:23]([C:22]([F:33])([F:32])[F:21])=[CH:24][CH:25]=4)[CH:18]=[C:13]3[N:12]=2)[CH:4]=1 |f:2.3.4,5.6,^1:52,54,73,92|. Procedure: 0.166 g of 2-[2-(4-methoxypyridin-2-yl)ethyl]-6-bromo-3H-imidazo[4,5-b]pyridine (example 6) and 0.285 g of 4-trifluormethylphenylboronic acid are dissolved in 8 ml of degassed dioxane. Then a solution of 0.138 g of potassium carbonate and 0.042 g of lithium chloride in 6.5 ml of degassed water and 0.058 g of tetrakis(triphenylphosphine)palladium(0) are added. The mixture is heated to reflux under N2 for 48 hours and, after cooling and addition of water, it is extracted three times with dichlorom... Product: C[C@H]1CNCC[C@H]1NCC=1C=C(C=CC1)C1=NC(=NC=C1)NCCC1=CC=C(C=C1)O (4-[2-(4-{3-[(3(S)-Methyl-piperidin-4(R)-ylamino)-methyl]-phenyl}-pyrimidin-2-ylamino)-ethyl]-phenol). Procedure details: Intermediate 136 was coupled with tyramine following procedure F. The resulting product was deprotected following procedure G3. LC-MS showed the product had the expected M+H+ of 418. 1H NMR (Varian 300 MHz, CD3OD, shifts relative to the solvent peak at 3.3 ppm) δ 8.63 (s, 1H) 8.36 (d, 2H) 7.95 (d, 1H) 7.75 (t, 1H) 7.67 (d, 1H) 7.15 (d, 2H) 6.71 (d, 2H) 4.50 (s, 2H) 3.96 (m, 1H) 3.80 (m, 1H) 3.72 (m, 1H) 3.56 (d, 1H) 3.34 (d, 1H) 3.20 (t, 2H) 2.96 (t, 2H) 2.80 (m, 1H) 2.38 (dd, 2H) 1.36 (d, 3H). Starting materials: C(C1=CC=CC=C1)OC(=O)N1C[C@@H]([C@@H](CC1)NCC1=CC(=CC=C1)C1=NC(=NC=C1)Cl)C (4(R)-[3-(2-Chloro-pyrimidin-4-yl)-benzylamino]-3(S)-methyl-piperidine-1-carboxylic acid benzyl ester), NCCC1=CC=C(C=C1)O (tyramine), 418. RXN SMILES: C(OC([N:11]1[CH2:16][CH2:15][C@@H:14]([NH:17][CH2:18][C:19]2[CH:24]=[CH:23][CH:22]=[C:21]([C:25]3[CH:30]=[CH:29][N:28]=[C:27](Cl)[N:26]=3)[CH:20]=2)[C@@H:13]([CH3:32])[CH2:12]1)=O)C1C=CC=CC=1.[NH2:33][CH2:34][CH2:35][C:36]1[CH:41]=[CH:40][C:39]([OH:42])=[CH:38][CH:37]=1>>[CH3:32][C@@H:13]1[C@H:14]([NH:17][CH2:18][C:19]2[CH:20]=[C:21]([C:25]3[CH:30]=[CH:29][N:28]=[C:27]([NH:33][CH2:34][CH2:35][C:36]4[CH:41]=[CH:40][C:39]([OH:42])=[CH:38][CH:37]=4)[N:26]=3)[CH:22]=[CH:23][CH:24]=2)[CH2:15][CH2:16][NH:11][CH2:12]1. The reactants are ClC1=NC(=CC=C1)OC (2-chloro-6-methoxypyridine), N1C[C@H](CC1)O ((3S)-pyrrolidin-3-ol), [OH-].[K+] (potassium hydroxide). The reagents and catalysts are C=1C=CC(=CC1)/C=C/C(=O)/C=C/C2=CC=CC=C2.C=1C=CC(=CC1)/C=C/C(=O)/C=C/C2=CC=CC=C2.C=1C=CC(=CC1)/C=C/C(=O)/C=C/C2=CC=CC=C2.[Pd].[Pd] (Pd2(dba)3), CC(C)(C)P(C1=CC=NN1C2=C(N(N=C2C3=CC=CC=C3)C4=CC=CC=C4)C5=CC=CC=C5)C(C)(C)C (BippyPhos). Run in O1CCCC1.CO (tetrahydrofuran methanol). Run at temperature 70 celsius, time 18 hour. Yields the product COC1=CC=CC(=N1)N1C[C@H](CC1)O ((3S)-1-(6-methoxypyridin-2-yl)pyrrolidin-3-ol). Yield: 226.5%. RXN SMILES: Cl[C:2]1[CH:7]=[CH:6][CH:5]=[C:4]([O:8][CH3:9])[N:3]=1.[NH:10]1[CH2:14][CH2:13][C@H:12]([OH:15])[CH2:11]1.[OH-].[K+]>O1CCCC1.CO.C1C=CC(/C=C/C(/C=C/C2C=CC=CC=2)=O)=CC=1.C1C=CC(/C=C/C(/C=C/C2C=CC=CC=2)=O)=CC=1.C1C=CC(/C=C/C(/C=C/C2C=CC=CC=2)=O)=CC=1.[Pd].[Pd].CC(P(C(C)(C)C)C1N(C2C(C3C=CC=CC=3)=NN(C3C=CC=CC=3)C=2C2C=CC=CC=2)N=CC=1)(C)C>[CH3:9][O:8][C:4]1[N:3]=[C:2]([N:10]2[CH2:14][CH2:13][C@H:12]([OH:15])[CH2:11]2)[CH:7]=[CH:6][CH:5]=1 |f:2.3,4.5,6.7.8.9.10|. Procedure details: To a solution of 2-chloro-6-methoxypyridine (1.966 g, 3.750 mmol) and commercially available (3S)-pyrrolidin-3-ol (1.437 g, 16.50 mmol) in tetrahydrofuran/methanol (137 mL/6.7 mL), was added Pd2(dba)3 (62.2 mg, 0.0688 mmol), BippyPhos (139.2 mg, 0.2750 mmol) and potassium hydroxide (1.16 g, 20.6 mmol, 88% pellets). The reaction was then was purged with nitrogen for 2 minutes and stirred at 70° C. for 18 hours. The reaction was filtered, quenched with saturated ammonium chloride solution, adjuste... Starting materials: COc1cccc(C=CC(=O)O)c1, O=S(Cl)Cl. The product is COc1cccc(C=CC(=O)O)c1, [Cl-]. RXN SMILES: [CH3:1][O:2][c:3]1[cH:4][c:5]([CH:6]=[CH:7][C:8](=[O:9])[OH:10])[cH:11][cH:12][cH:13]1.[S:14]([Cl:15])([Cl:16])=[O:17]>>[CH3:1][O:2][c:3]1[cH:4][c:5]([CH:6]=[CH:7][C:8](=[O:9])[OH:10])[cH:11][cH:12][cH:13]1.[Cl-:16].